Dataset: the Open Reaction Database (ORD), a public repository of structured organic reaction records. Task: describe an organic reaction: reactants, conditions, products, and yield Reactants: C(C1=CC=CC=C1)OC1=C(C=C(C=C1)[C@H](CNC(CC=1C=C(C=CC1)CC(=O)O)(C)C)O[Si](C)(C)C(C)(C)C)CO ((3-{2-[((2R)-2-[4-(benzyloxy)-3-(hydroxymethyl)phenyl]-2-{[tert-butyl(dimethyl)silyl]oxy}ethyl)amino]-2-methyl propyl}phenyl)acetic acid), C1(CCCCCC1)CN (cycloheptane methylamine). The product is C(C1=CC=CC=C1)OC1=C(C=C(C=C1)[C@H](CNC(CC=1C=C(C=CC1)CC(=O)NCC1CCCCCC1)(C)C)O[Si](C)(C)C(C)(C)C)CO (2-(3-{2-[((2R)-2-[4-(Benzyloxy)-3-(hydroxymethyl)phenyl]-2{[tert-butyl(dimethyl)silyl]oxy}ethyl)amino]-2-methyl propyl}phenyl)-N-(cycloheptylmethyl)acetamide). Yield: 97.0%. As a reaction SMILES: [CH2:1]([O:8][C:9]1[CH:14]=[CH:13][C:12]([C@@H:15]([O:32][Si:33]([C:36]([CH3:39])([CH3:38])[CH3:37])([CH3:35])[CH3:34])[CH2:16][NH:17][C:18]([CH3:31])([CH3:30])[CH2:19][C:20]2[CH:21]=[C:22]([CH2:26][C:27](O)=[O:28])[CH:23]=[CH:24][CH:25]=2)=[CH:11][C:10]=1[CH2:40][OH:41])[C:2]1[CH:7]=[CH:6][CH:5]=[CH:4][CH:3]=1.[CH:42]1([CH2:49][NH2:50])[CH2:48][CH2:47][CH2:46][CH2:45][CH2:44][CH2:43]1>>[CH2:1]([O:8][C:9]1[CH:14]=[CH:13][C:12]([C@@H:15]([O:32][Si:33]([C:36]([CH3:39])([CH3:38])[CH3:37])([CH3:34])[CH3:35])[CH2:16][NH:17][C:18]([CH3:31])([CH3:30])[CH2:19][C:20]2[CH:21]=[C:22]([CH2:26][C:27]([NH:50][CH2:49][CH:42]3[CH2:48][CH2:47][CH2:46][CH2:45][CH2:44][CH2:43]3)=[O:28])[CH:23]=[CH:24][CH:25]=2)=[CH:11][C:10]=1[CH2:40][OH:41])[C:2]1[CH:7]=[CH:6][CH:5]=[CH:4][CH:3]=1. Reported procedure: The title compound was prepared from (3-{2-[((2R)-2-[4-(benzyloxy)-3-(hydroxymethyl)phenyl]-2-{[tert-butyl(dimethyl)silyl]oxy}ethyl)amino]-2-methyl propyl}phenyl)acetic acid (preparation 148) and cycloheptane methylamine, using a similar method to that of preparation 38, as a white solid in 97% yield. 1H NMR (400 MHz, CD3OD) δ: 7.72 (1H, dd), 7.44 (1H, d), 7.42 (2H, m), 7.38-7.21 (5H, m), 7.19 (1H, d), 7.07 (1H, d), 7.02 (1H, m), 5.08 (2H, d), 5.03 (1H, m), 4.71 (2H, d), 3.51 (2H, d), 3.03-2.96 ... Reaction conditions: temperature 180 celsius. The product is C(C1=CC=CC=C1)N1C=CC=2C(=NC=CC21)N (1-Benzyl-1H-pyrrolo[3,2-c]pyridin-4-amine). Reactants: C(C1=CC=CC=C1)N (Benzylamine), ClC1=C2C(=NC=C1)NC=C2 (4-chloro-1H-pyrrolo[2,3-b]pyridine). Reaction SMILES: [CH2:1]([NH2:8])[C:2]1[CH:7]=[CH:6][CH:5]=[CH:4][CH:3]=1.Cl[C:10]1[CH:15]=[CH:14][N:13]=[C:12]2[NH:16][CH:17]=[CH:18][C:11]=12>>[CH2:1]([N:8]1[C:10]2[CH:15]=[CH:14][N:13]=[C:12]([NH2:16])[C:11]=2[CH:18]=[CH:17]1)[C:2]1[CH:7]=[CH:6][CH:5]=[CH:4][CH:3]=1. Isolated yield 55.0%. Procedure details: Benzylamine (1.8 mL, 16.4 mmol, 5 eq) was added to 4-chloro-1H-pyrrolo[2,3-b]pyridine (0.50 g, 3.3 mmol, 1.0 eq; see, generally, Cheng, C.-C. et al. J. Physical Chem. 2003, 107, 1459-1471, incorporated by reference in its entirety) in a sealed tube and the reaction mixture was heated at 180° C. for 8 h. The reaction mixture was purified by loading it directly onto a C-18 YMC 30×500 mm reverse phase column (eluting 20-90% aqueous methanol with 0.1% TFA over a 30 minute gradient) and the appropria... Reactants: O=C([O-])[O-], C1CCOC1, CC(C)C(C=Cc1ccccc1)C(=O)O, [K+], [K+], CN(C)C=O, O=C(c1ccccc1)c1cccc(CBr)c1. Product: CC(C)C(C=Cc1ccccc1)C(=O)OCc1cccc(C(=O)c2ccccc2)c1. Reaction SMILES: [C:21](=[O:22])([O-:23])[O-:24].[CH2:43]1[O:44][CH2:45][CH2:46][CH2:47]1.[CH:1]([CH3:2])([CH3:3])[CH:4]([C:5](=[O:6])[OH:7])[CH:8]=[CH:9][c:10]1[cH:11][cH:12][cH:13][cH:14][cH:15]1.[K+:25].[K+:26].[O:16]=[CH:17][N:18]([CH3:19])[CH3:20].[c:27]1([C:33](=[O:34])[c:35]2[cH:36][c:37]([CH2:38][Br:39])[cH:40][cH:41][cH:42]2)[cH:28][cH:29][cH:30][cH:31][cH:32]1>>[CH:1]([CH3:2])([CH3:3])[CH:4]([C:5](=[O:6])[O:7][CH2:38][c:37]1[cH:36][c:35]([C:33]([c:27]2[cH:28][cH:29][cH:30][cH:31][cH:32]2)=[O:34])[cH:42][cH:41][cH:40]1)[CH:8]=[CH:9][c:10]1[cH:11][cH:12][cH:13][cH:14][cH:15]1. Reactants: C(N)(=O)[C@H]1N(CC(C1)(C)O)C(=O)OC(C)(C)C ((2S)-tert-butyl 2-carbamoyl-4-hydroxy-4-methylpyrrolidine-1-carboxylate), Cl (HCl), O1CCOCC1 (dioxane). The product is Cl.OC1(C[C@H](NC1)C(=O)N)C ((2S)-4-Hydroxy-4-methylpyrrolidine-2-carboxamide hydrochloride). RXN SMILES: [C:1]([C@@H:4]1[CH2:8][C:7]([OH:10])([CH3:9])[CH2:6][N:5]1C(OC(C)(C)C)=O)(=[O:3])[NH2:2].[ClH:18].O1CCOCC1>>[ClH:18].[OH:10][C:7]1([CH3:9])[CH2:6][NH:5][C@H:4]([C:1]([NH2:2])=[O:3])[CH2:8]1 |f:3.4|. Procedure details: A solution of (2S)-tert-butyl 2-carbamoyl-4-hydroxy-4-methylpyrrolidine-1-carboxylate (Example 132 a, 46 mg, 188 μmol) in a solution of 4 M HCl in dioxane (942 μL, 3.8 mmol) was stirred at ambient temperature for 5 h. The solvent was removed in vacuo to give the title compound (36 mg, quant.) as light brown solid, MS (ESI) m/e=145.2 [MH+]. Reactants: COC1=C(C=CC(=C1)OC)/C(=C/C(=O)OC)/NCC(=O)OCC ((Z)-methyl 3-(2,4-dimethoxyphenyl)-3-((2-ethoxy-2-oxoethyl)amino)acrylate), C[Si](C)(C)N=C=S ((trimethylsilyl)isothiocyanate), CCCCCCC.CCOC(=O)C (heptane EtOAc). Solvent: CC1OCCC1 (2-methyltetrahydrofuran). Run at temperature 110 celsius, time 1 hour. The product is COC1=C(C=CC(=C1)OC)C1=CC(NC(N1CC(=O)OCC)=S)=O (Ethyl 2-(6-(2,4-dimethoxyphenyl)-4-oxo-2-thioxo-3,4-dihydropyrimidin-1(2H)-yl)acetate). As a reaction SMILES: [CH3:1][O:2][C:3]1[CH:8]=[C:7]([O:9][CH3:10])[CH:6]=[CH:5][C:4]=1/[C:11](/[NH:17][CH2:18][C:19]([O:21][CH2:22][CH3:23])=[O:20])=[CH:12]/[C:13]([O:15]C)=O.C[Si]([N:28]=[C:29]=[S:30])(C)C.CCCCCCC.CCOC(C)=O>CC1CCCO1>[CH3:1][O:2][C:3]1[CH:8]=[C:7]([O:9][CH3:10])[CH:6]=[CH:5][C:4]=1[C:11]1[N:17]([CH2:18][C:19]([O:21][CH2:22][CH3:23])=[O:20])[C:29](=[S:30])[NH:28][C:13](=[O:15])[CH:12]=1 |f:2.3|. Procedure: To a solution of (Z)-methyl 3-(2,4-dimethoxyphenyl)-3-((2-ethoxy-2-oxoethyl)amino)acrylate (4.68 g, 15.1 mmol) in 2-methyltetrahydrofuran (38 mL) was added (trimethylsilyl)isothiocyanate (12.9 mL, 90.8 mmol). The resulting solution was purged with nitrogen gas for 3 times, and the mixture was heated at 110° C. for 18 hours. The mixture was cooled down to room temperature and the solvent was removed under reduced pressure to give a red solid. This residue was suspended in a mixture of 3:1 heptane...